This data is from the Open Reaction Database (ORD), a public repository of structured organic reaction records. The task is: describe an organic reaction: reactants, conditions, products, and yield Reactants: C(C1=CC=CC=C1)N1C(=NC=2C1=NC(=CC2C)Br)CC (3-benzyl-5-bromo-2-ethyl-7-methylimidazo[4,5-b]pyridine), C(#N)[Cu] (CuCN), O (water), [C-]#N.[K+] (KCN). Procedure: A mixture of 3-benzyl-5-bromo-2-ethyl-7-methylimidazo[4,5-b]pyridine (0.62 g, 1.8 mmol) and CuCN (0.806 g, 9.0 mmol) was heated in pyridine (4 mL) at reflux for 10 h under nitrogen. The reaction was cooled, then water (50 mL), KCN (1.17 g), and EtOAc (20 mL) were added and the mixture was heated to 50° C. for 5 min. Cooling and extraction with EtOAc (2×50 mL) gave 3-benzyl-5-cyano-2-ethyl-7-methylimidazo[4,5-b]pyridine as a tan solid. Reaction SMILES: [CH2:1]([N:8]1[C:12]2=[N:13][C:14](Br)=[CH:15][C:16]([CH3:17])=[C:11]2[N:10]=[C:9]1[CH2:19][CH3:20])[C:2]1[CH:7]=[CH:6][CH:5]=[CH:4][CH:3]=1.[C:21]([Cu])#[N:22].O.[C-]#N.[K+]>N1C=CC=CC=1.CCOC(C)=O>[CH2:1]([N:8]1[C:12]2=[N:13][C:14]([C:21]#[N:22])=[CH:15][C:16]([CH3:17])=[C:11]2[N:10]=[C:9]1[CH2:19][CH3:20])[C:2]1[CH:7]=[CH:6][CH:5]=[CH:4][CH:3]=1 |f:3.4|. The product is C(C1=CC=CC=C1)N1C(=NC=2C1=NC(=CC2C)C#N)CC (3-benzyl-5-cyano-2-ethyl-7-methylimidazo[4,5-b]pyridine). Solvent: N1=CC=CC=C1 (pyridine), CCOC(=O)C (EtOAc). Reaction conditions: temperature 50 celsius. The reactants are COc1cc(O)ccc1-c1nc2cnccc2[nH]1, CS(=O)(=O)O, [Cl-]. Yields the product COc1cc(OS(C)(=O)=O)ccc1-c1nc2cnccc2[nH]1. As a reaction SMILES: [CH3:1][O:2][c:3]1[c:4](-[c:10]2[nH:11][c:12]3[c:13]([cH:14][n:15][cH:16][cH:17]3)[n:18]2)[cH:5][cH:6][c:7]([OH:9])[cH:8]1.[CH3:20][S:21](=[O:22])(=[O:23])[OH:24].[Cl-:19]>>[CH3:1][O:2][c:3]1[c:4](-[c:10]2[nH:11][c:12]3[c:13]([cH:14][n:15][cH:16][cH:17]3)[n:18]2)[cH:5][cH:6][c:7]([O:9][S:21]([CH3:20])(=[O:22])=[O:23])[cH:8]1.